From a dataset of the Open Reaction Database (ORD), a public repository of structured organic reaction records. describe an organic reaction: reactants, conditions, products, and yield Reactants: C1=CC=CC2=CC3=CC=CC=C3C=C12 (anthracene), CI (methyliodide), [Mg] (magnesium), solid, [Co+3].C/C(=C/C(=O)C)/[O-] (cobalt-(III) acetylacetonate), C1=CC=CC1 (cyclopentadiene). Run in C1CCOC1 (THF). Run at temperature 60 celsius, time 2 hour. The product is C1=CC=CC1.C1(C=CC=C1)[Co] (cyclopentadienyl cobalt cyclopentadiene), crystals. Reaction SMILES: C1[C:14]2[C:5](=C[C:7]3[C:12]([CH:13]=2)=CC=CC=3)C=CC=1.CI.[Mg].[CH:18]1[CH2:22][CH:21]=[CH:20][CH:19]=1.[Co+3:23].C/C(/[O-])=C/C(C)=O>C1COCC1>[CH:7]1[CH2:12][CH:13]=[CH:14][CH:5]=1.[CH:19]1([Co:23])[CH:18]=[CH:22][CH:21]=[CH:20]1 |f:4.5,7.8|. Reported procedure: 1.1 g (6.2 mMoles) of anthracene, 300 ml of THF and 0.1 ml of methyliodide are added with stirring in an inert gas atmosphere at 20° C. to 7.2 g (300 mMoles) of magnesium powder (particle size <0.15 mm). After about 2 hours, the reaction mixture is activated for about 3 hours in an ultrasonic bath (cf. Example 1). The mixture is then heated with stirring to 60° C. After the addition of 52.8 g (800 mMoles) of monomeric cyclopentadiene, the heat source is removed and 35.6 g (100 mMoles) of solid c... Reactants: Azodicarboxylic dipiperidide, C(CCC)P(CCCC)CCCC (tributylphosphine), C(C)O[C@H](C(=O)OCC)CC1=CC=C(C=C1)O ((S)-ethyl 2-ethoxy-3-(4-hydroxyphenyl)-propionate), C(C)(C)C=1C=CC(=C(C1)C1=CC=C(C=C1)C(=CCO)C)OC (3-(5′-isopropyl-2′-methoxy-biphenyl-4-yl)-but-2-en-1-ol). The solvent is C1=CC=CC=C1 (benzene), O (water), C(C)(=O)OCC (ethyl acetate). Run at time 4 hour. Yields the product C(C)O[C@H](C(=O)OCC)CC1=CC=C(C=C1)OC\C=C(/C)\C1=CC=C(C=C1)C1=C(C=CC(=C1)C(C)C)OC ((E)-(S)-ethyl 2-ethoxy-3-{4-[3-(5′-isopropyl-2′-methoxy-biphenyl-4-yl)-but-2-enyloxy]-phenyl}-propionate). As a reaction SMILES: C(P(CCCC)CCCC)CCC.[CH2:14]([O:16][C@@H:17]([CH2:23][C:24]1[CH:29]=[CH:28][C:27]([OH:30])=[CH:26][CH:25]=1)[C:18]([O:20][CH2:21][CH3:22])=[O:19])[CH3:15].[CH:31]([C:34]1[CH:35]=[CH:36][C:37]([O:51][CH3:52])=[C:38]([C:40]2[CH:45]=[CH:44][C:43]([C:46]([CH3:50])=[CH:47][CH2:48]O)=[CH:42][CH:41]=2)[CH:39]=1)([CH3:33])[CH3:32]>C1C=CC=CC=1.O.C(OCC)(=O)C>[CH2:14]([O:16][C@@H:17]([CH2:23][C:24]1[CH:25]=[CH:26][C:27]([O:30][CH2:48]/[CH:47]=[C:46](/[C:43]2[CH:42]=[CH:41][C:40]([C:38]3[CH:39]=[C:34]([CH:31]([CH3:32])[CH3:33])[CH:35]=[CH:36][C:37]=3[O:51][CH3:52])=[CH:45][CH:44]=2)\[CH3:50])=[CH:28][CH:29]=1)[C:18]([O:20][CH2:21][CH3:22])=[O:19])[CH3:15]. Reported procedure: Azodicarboxylic dipiperidide (0.756 g, 3.0 mmol) was added at 0-5° C. to a stirred solution of tributylphosphine (0.74 ml, 0.61 g, 3.0 mmol), (S)-ethyl 2-ethoxy-3-(4-hydroxyphenyl)-propionate (0.50 g, 2.10 mmol) and 3-(5′-isopropyl-2′-methoxy-biphenyl-4-yl)-but-2-en-1-ol (0.593 g, 2.0 mmol) in dry benzene (15 ml), the mixture warmed to room temperature, and stirred for 4 h. The resulting mixture was diluted with water (100 ml) and ethyl acetate (50 ml), the aqueous layer collected and further ex... The reactants are CNC(C1=C(C=C(C(=C1)Br)CN=[N+]=[N-])OCC)=O (N1-methyl-4-(azidomethyl)-5-bromo-2-ethoxybenzamide), C1(=CC=CC=C1)P(C1=CC=CC=C1)C1=CC=CC=C1 (triphenylphosphine). The solvent is O1CCCC1 (tetrahydrofuran), O (water). Run at time 4 day. The product is CNC(C1=C(C=C(C(=C1)Br)CN)OCC)=O (N1-Methyl-4-(aminomethyl)-5-bromo-2-ethoxybenzamide). Yield: 104.7%. RXN SMILES: [CH3:1][NH:2][C:3](=[O:18])[C:4]1[CH:9]=[C:8]([Br:10])[C:7]([CH2:11][N:12]=[N+]=[N-])=[CH:6][C:5]=1[O:15][CH2:16][CH3:17].C1(P(C2C=CC=CC=2)C2C=CC=CC=2)C=CC=CC=1>O1CCCC1.O>[CH3:1][NH:2][C:3](=[O:18])[C:4]1[CH:9]=[C:8]([Br:10])[C:7]([CH2:11][NH2:12])=[CH:6][C:5]=1[O:15][CH2:16][CH3:17]. Reported procedure: After dissolving the N1-methyl-4-(azidomethyl)-5-bromo-2-ethoxybenzamide (5.32 g) in tetrahydrofuran (50 ml) and water (3 ml), triphenylphosphine (5.4 g) was added and the mixture was stirred at room temperature for 4 days. The reaction mixture was concentrated and the residue was purified by silica gel column chromatography (solvent: n-hexane-ethyl acetate) to yield the title compound (5.11 g) as a light yellow solid. The product is OC1CCC(N2CCc3c(c4cc(Cl)ccc4n3CCc3ccc(C(F)(F)F)nc3)C2)C1. The reactants are CN1CCCC1=O, CCOC(C)=O, OC1CCC(N2CCc3[nH]c4ccc(Cl)cc4c3C2)C1, C=Cc1ccc(C(F)(F)F)nc1, [K+], [OH-]. RXN SMILES: [CH3:35][N:36]1[CH2:37][CH2:38][CH2:39][C:40]1=[O:41].[CH3:42][CH2:43][O:44][C:45](=[O:46])[CH3:47].[Cl:1][c:2]1[cH:3][c:4]2[c:5]3[c:6]([nH:7][c:8]2[cH:9][cH:10]1)[CH2:11][CH2:12][N:13]([CH:15]1[CH2:16][CH:17]([OH:20])[CH2:18][CH2:19]1)[CH2:14]3.[F:21][C:22]([c:23]1[n:24][cH:25][c:26]([CH:29]=[CH2:30])[cH:27][cH:28]1)([F:31])[F:32].[K+:34].[OH-:33]>>[Cl:1][c:2]1[cH:3][c:4]2[c:5]3[c:6]([n:7]([CH2:30][CH2:29][c:26]4[cH:25][n:24][c:23]([C:22]([F:21])([F:31])[F:32])[cH:28][cH:27]4)[c:8]2[cH:9][cH:10]1)[CH2:11][CH2:12][N:13]([CH:15]1[CH2:16][CH:17]([OH:20])[CH2:18][CH2:19]1)[CH2:14]3. Reactants: BrC1=CC=C2C(C(=C(C(C2=C1)(C)C)O)C(=O)NCC(=O)OC(C)(C)C)=O (Tert-butyl 2-(7-bromo-2-hydroxy-1,1-dimethyl-4-oxo-1,4-dihydronaphthalene-3-carboxamido)acetate), C1(=CC=CC=C1)P(C1=CC=CC=C1)C1=CC=CC=C1 (triphenylphosphine), n-tributylamine, [C]=O (carbon monoxide), O (water), CCOC(=O)C (EtOAc). The reagents and catalysts are Cl[Pd]([P](C1=CC=CC=C1)(C2=CC=CC=C2)C3=CC=CC=C3)([P](C4=CC=CC=C4)(C5=CC=CC=C5)C6=CC=CC=C6)Cl (Dichlorobis(triphenylphosphine)palladium). The product is C(=O)(O)CNC(=O)C=1C(C=2C=CC(=CC2C(C1O)(C)C)C(=O)O)=O (6-((Carboxymethyl)carbamoyl)-7-hydroxy-8,8-dimethyl-5-oxo-5,8-dihydronaphthalene-2-carboxylic acid). RXN SMILES: BrC1[CH:11]=[C:10]2[C:5]([C:6](=[O:26])[C:7]([C:15]([NH:17][CH2:18][C:19]([O:21]C(C)(C)C)=[O:20])=[O:16])=[C:8]([OH:14])[C:9]2([CH3:13])[CH3:12])=[CH:4][CH:3]=1.C1(P(C2C=CC=CC=2)C2C=CC=CC=2)C=CC=CC=1.O.[C]=O.CC[O:51][C:52]([CH3:54])=[O:53]>Cl[Pd](Cl)([P](C1C=CC=CC=1)(C1C=CC=CC=1)C1C=CC=CC=1)[P](C1C=CC=CC=1)(C1C=CC=CC=1)C1C=CC=CC=1>[C:19]([CH2:18][NH:17][C:15]([C:7]1[C:6](=[O:26])[C:5]2[CH:4]=[CH:3][C:54]([C:52]([OH:51])=[O:53])=[CH:11][C:10]=2[C:9]([CH3:12])([CH3:13])[C:8]=1[OH:14])=[O:16])([OH:21])=[O:20] |^3:46,^1:57,76|. Procedure: Tert-butyl 2-(7-bromo-2-hydroxy-1,1-dimethyl-4-oxo-1,4-dihydronaphthalene-3-carboxamido)acetate (253 mg, 596 μmol, Example 53A-E), trans-dichlorobis(triphenylphosphine)palladium (II) (21 mg, 30 μmol), and triphenylphosphine (16 mg, 60 μmol) were added to a vial, followed by water (32 μL, 1789 μmol) and n-tributylamine (1491 μL). The reaction mixture was placed under 4 atm of carbon monoxide at 90° C. for 18 hours. The reaction mixture was diluted with 50 mL of EtOAc, washed 3 times with 50 mL of... The reactants are C(C1=CC=CC=C1)OC([C@H](CC(=O)O)NC(=O)OC(C)(C)C)=O ((S)-2-tert-Butoxycarbonylamino-succinic acid 1-benzyl ester). Run in C1CCOC1 (THF), C1CCOC1 (THF). Run at temperature 0 celsius, time 3 hour. The product is C(C1=CC=CC=C1)OC([C@H](CCO)NC(=O)OC(C)(C)C)=O ((S)-2-tert-butoxycarbonylamino-4-hydroxy-butyric acid benzyl ester). Yield: 47.9%. As a reaction SMILES: [CH2:1]([O:8][C:9](=[O:23])[C@@H:10]([NH:15][C:16]([O:18][C:19]([CH3:22])([CH3:21])[CH3:20])=[O:17])[CH2:11][C:12](O)=[O:13])[C:2]1[CH:7]=[CH:6][CH:5]=[CH:4][CH:3]=1>C1COCC1>[CH2:1]([O:8][C:9](=[O:23])[C@@H:10]([NH:15][C:16]([O:18][C:19]([CH3:21])([CH3:20])[CH3:22])=[O:17])[CH2:11][CH2:12][OH:13])[C:2]1[CH:7]=[CH:6][CH:5]=[CH:4][CH:3]=1. Reported procedure: (S)-2-tert-Butoxycarbonylamino-succinic acid 1-benzyl ester (2.62 g, 8.10 mmol) under an atmosphere of nitrogen was dissolved in THF (40 mL) and cooled to 0° C. A 1.0 M borane-THF complex in THF (15 mL) was added dropwise and the reaction mixture was stirred for 3 h, quenched carefully with MeOH (20 mL) and stirred for 20 min. The reaction mixture was treated with MeOH (2×15 mL) and concentrated to dryness. The residue was dissolved in EtOAc and washed with 1N HCl (10 mL), saturated sodium bicar... As a reaction SMILES: [Br:1][C:2]1[C:6]2[CH:7]=[C:8]([CH2:11][N:12]3[C:16]([C:17]([O:19]CC)=[O:18])=[C:15]([CH2:22][CH2:23][CH3:24])[N:14]=[C:13]3[CH2:25][CH2:26][CH2:27][CH3:28])[CH:9]=[CH:10][C:5]=2[O:4][C:3]=1[C:29]1[CH:34]=[CH:33][CH:32]=[CH:31][C:30]=1[C:35]1[NH:39][N:38]=[N:37][N:36]=1.[OH-].[Na+]>CO.O>[Br:1][C:2]1[C:6]2[CH:7]=[C:8]([CH2:11][N:12]3[C:16]([C:17]([OH:19])=[O:18])=[C:15]([CH2:22][CH2:23][CH3:24])[N:14]=[C:13]3[CH2:25][CH2:26][CH2:27][CH3:28])[CH:9]=[CH:10][C:5]=2[O:4][C:3]=1[C:29]1[CH:34]=[CH:33][CH:32]=[CH:31][C:30]=1[C:35]1[NH:39][N:38]=[N:37][N:36]=1 |f:1.2|. The reactants are [OH-].[Na+] (sodium hydroxide), BrC1=C(OC2=C1C=C(C=C2)CN2C(=NC(=C2C(=O)OCC)CCC)CCCC)C2=C(C=CC=C2)C2=NN=NN2 (Ethyl 1-[[3-bromo-2-[2-(1H-tetrazol-5-yl)phenyl]-5-benzofuranyl]methyl]-2-butyl-4-propyl-1H-imidazole-5-carboxylate). Procedure details: The product of Example 67 (220 mg) was dissolved in methanol (10 ml). 2N aqueous sodium hydroxide (10 ml) was added followed by methanol (~1 ml) to effect complete dissolution. The mixture was stirred at room temperature for 24 h, diluted with water (20 ml), washed with ether (3×20 ml) and then acidified to pH4 by the dropwise addition of 2N hydrochloric acid. The resultant precipitate was collected, washed with water on the filter pad, and dried in vacuo to give the title compound as a white am... Conditions: time 24 hour. Run in O (water), CO (methanol), CO (methanol). Yields the product BrC1=C(OC2=C1C=C(C=C2)CN2C(=NC(=C2C(=O)O)CCC)CCCC)C2=C(C=CC=C2)C2=NN=NN2 (1-[[3-Bromo-2-[2-(1H-tetrazol-5-yl)phenyl]-5-benzofuranyl]methyl]-2-butyl-4-propyl-1H-imidazole-5 -carboxylic acid), solid. The reactants are FC1=C(OC=2C=CC(=NC2)C(=O)N)C=CC(=C1)C=O (5-(2-fluoro-4-formylphenoxy)pyridine-2-carboxamide), C(CCCC)N (amylamine), [BH4-].[Na+] (NaBH4). Run in CO (methanol). Run at time 8 hour. The product is FC1=C(OC=2C=CC(=NC2)C(=O)N)C=CC(=C1)CNCCCCC (5-(2-Fluoro-4-pentylaminomethylphenoxy)pyridine-2-carboxamide). Reaction SMILES: [F:1][C:2]1[CH:17]=[C:16]([CH:18]=O)[CH:15]=[CH:14][C:3]=1[O:4][C:5]1[CH:6]=[CH:7][C:8]([C:11]([NH2:13])=[O:12])=[N:9][CH:10]=1.[CH2:20]([NH2:25])[CH2:21][CH2:22][CH2:23][CH3:24].[BH4-].[Na+]>CO>[F:1][C:2]1[CH:17]=[C:16]([CH2:18][NH:25][CH2:20][CH2:21][CH2:22][CH2:23][CH3:24])[CH:15]=[CH:14][C:3]=1[O:4][C:5]1[CH:6]=[CH:7][C:8]([C:11]([NH2:13])=[O:12])=[N:9][CH:10]=1 |f:2.3|. Reported procedure: Place 5-(2-fluoro-4-formylphenoxy)pyridine-2-carboxamide (Example 403, Part B) (0.040 g, 0.154 mmol) amylamine (0.0139 g, 0.154 mmol) and 3 Å molecular sieves in a vial. Add methanol (1.5 mL), cap and stir overnight. Add NaBH4 (in excess over two portions) and stir until the gasses stop evolving. Load directly onto a 5 g SCX column. Wash with methanol (10 mL), then elute with 2.0 M NH3 in methanol. Purify by loading the product onto a 5 g loading cartridge and eluting through a 10 g ISCO® column... Starting materials: ice water, C(=O)O (Formic acid), C(C)(=O)OC(C)=O (acetic anhydride), N(N)C=1N=NC(=C(N1)C)C1=CC=CC=C1 (3-hydrazino-5-methyl-6 -phenyl-1,2,4-triazine). The reagents and catalysts are [OH-].[NH4+] (ammonium hydroxide). The solvent is CO (methanol). Conditions: time 50 minute. Product: C(=O)NNC=1N=NC(=C(N1)C)C1=CC=CC=C1 (3-(2-formylhydrazino)-5-methyl-6-phenyl-1,2,4-triazine). RXN SMILES: [CH:1]([OH:3])=O.C(OC(=O)C)(=O)C.[NH:11]([C:13]1[N:14]=[N:15][C:16]([C:20]2[CH:25]=[CH:24][CH:23]=[CH:22][CH:21]=2)=[C:17]([CH3:19])[N:18]=1)[NH2:12]>CO.[OH-].[NH4+]>[CH:1]([NH:12][NH:11][C:13]1[N:14]=[N:15][C:16]([C:20]2[CH:21]=[CH:22][CH:23]=[CH:24][CH:25]=2)=[C:17]([CH3:19])[N:18]=1)=[O:3] |f:4.5|. Procedure: Formic acid (5 ml) was added dropwise to acetic anhydride (10 ml) with stirring under ice cooling, and stirred at 50° C. for 15 minutes. To the solution was added 3-hydrazino-5-methyl-6 -phenyl-1,2,4-triazine (5g) with stirring under ice cooling, and the stirring was continued for 50 minutes under ice cooling. The reaction mixture was poured into ice water, and the resultant precipitates were collected by filtration and washed with water. The above obtained solid was dissolved in methanol (100 m...